This data is from the Open Reaction Database (ORD), a public repository of structured organic reaction records. The task is: describe an organic reaction: reactants, conditions, products, and yield Reactants: ClC1=NC=NC(=C1)OC (4-chloro-6-methoxypyrimidine), CC(CCCCCCCC)N (2-decylamine). The product is CC(CCCCCCCC)NC1=NC=NC(=C1)OC (4-(2-decylamino)-6-methoxypyrimidine). The yield is 60.3%. RXN SMILES: Cl[C:2]1[CH:7]=[C:6]([O:8][CH3:9])[N:5]=[CH:4][N:3]=1.[CH3:10][CH:11]([NH2:20])[CH2:12][CH2:13][CH2:14][CH2:15][CH2:16][CH2:17][CH2:18][CH3:19]>>[CH3:10][CH:11]([NH:20][C:2]1[CH:7]=[C:6]([O:8][CH3:9])[N:5]=[CH:4][N:3]=1)[CH2:12][CH2:13][CH2:14][CH2:15][CH2:16][CH2:17][CH2:18][CH3:19]. Procedure details: 7.2 g (0.05 mol ) of 4-chloro-6-methoxypyrimidine and 15.7 g (0.1 mol) of 2-decylamine were heated at 100° C. for 2 hours. The mixture was worked up using a water/methylene chloride mixture, and purification by chromatography (silica gel/ethyl acetate) gave 8.0 g (58.8% of theory) of 4-(2-decylamino)-6-methoxypyrimidine in the form of a yellow oil. RXN SMILES: [Br:1][c:2]1[c:3]([F:9])[c:4]([F:8])[cH:5][cH:6][cH:7]1.[CH2:10]([Li:11])[CH2:12][CH2:13][CH3:14].[CH2:15]([c:16]1[cH:17][cH:18][cH:19][cH:20][cH:21]1)[N:22]1[CH2:23][C:24](=[O:27])[CH2:25][CH2:26]1.[CH3:30][CH2:31][O:32][CH2:33][CH3:34].[Cl-:28].[NH4+:29]>>[c:2]1([C:24]2([OH:27])[CH2:23][N:22]([CH2:15][c:16]3[cH:17][cH:18][cH:19][cH:20][cH:21]3)[CH2:26][CH2:25]2)[c:3]([F:9])[c:4]([F:8])[cH:5][cH:6][cH:7]1. The reactants are Fc1cccc(Br)c1F, [Li]CCCC, O=C1CCN(Cc2ccccc2)C1, CCOCC, [Cl-], [NH4+]. The product is OC1(c2cccc(F)c2F)CCN(Cc2ccccc2)C1. Reactants: O=C([O-])[O-], CS(C)=O, CN1Cc2c(Cl)cc(Cl)cc2C(c2ccccc2NC(=O)CCCCl)C1, [K+], [K+], O. Product: CN1Cc2c(Cl)cc(Cl)cc2C(c2ccccc2N2CCCC2=O)C1, Cl. Reaction SMILES: [C:31](=[O:32])([O-:33])[O-:34].[CH3:27][S:28]([CH3:29])=[O:30].[Cl:1][CH2:2][CH2:3][CH2:4][C:5](=[O:6])[NH:7][c:8]1[c:9]([CH:14]2[CH2:15][N:16]([CH3:26])[CH2:17][c:18]3[c:19]([Cl:25])[cH:20][c:21]([Cl:24])[cH:22][c:23]32)[cH:10][cH:11][cH:12][cH:13]1.[K+:35].[K+:36].[OH2:37]>>[CH2:2]1[CH2:3][CH2:4][C:5](=[O:6])[N:7]1[c:8]1[c:9]([CH:14]2[CH2:15][N:16]([CH3:26])[CH2:17][c:18]3[c:19]([Cl:25])[cH:20][c:21]([Cl:24])[cH:22][c:23]32)[cH:10][cH:11][cH:12][cH:13]1.[ClH:1].